The task is: describe an organic reaction: reactants, conditions, products, and yield. This data is from the Open Reaction Database (ORD), a public repository of structured organic reaction records. Reactants: solution, C(CCC)[Li] (butyllithium), CCCCCC (hexane), BrCC(=O)O (bromoacetic acid), solution, C(CCC)[Li] (butyllithium), CCCCCC (hexane), C1(=CC=CC=C1)C(OCCO)(C1=CC=CC=C1)C1=CC=CC=C1 (2-(Triphenylmethoxy)ethanol). The solvent is O (water), C1CCOC1 (THF). Product: C1(=CC=CC=C1)C(OCCOCC(=O)O)(C1=CC=CC=C1)C1=CC=CC=C1 ([2-(triphenylmethoxy)ethoxy]acetic acid). The yield is 59.0%. Reaction SMILES: [C:1]1([C:7]([C:18]2[CH:23]=[CH:22][CH:21]=[CH:20][CH:19]=2)([C:12]2[CH:17]=[CH:16][CH:15]=[CH:14][CH:13]=2)[O:8][CH2:9][CH2:10][OH:11])[CH:6]=[CH:5][CH:4]=[CH:3][CH:2]=1.C([Li])CCC.CCCCCC.Br[CH2:36][C:37]([OH:39])=[O:38]>C1COCC1.O>[C:1]1([C:7]([C:18]2[CH:23]=[CH:22][CH:21]=[CH:20][CH:19]=2)([C:12]2[CH:13]=[CH:14][CH:15]=[CH:16][CH:17]=2)[O:8][CH2:9][CH2:10][O:11][CH2:36][C:37]([OH:39])=[O:38])[CH:2]=[CH:3][CH:4]=[CH:5][CH:6]=1. Reported procedure: 2-(Triphenylmethoxy)ethanol (3.98 g, 0.013 mol) was dissolved in dry THF (50 ml) and a 2.5 M solution of butyllithium in hexane (5.5 ml, 0.0137 mol) was added at 0° C. A solution of bromoacetic acid (1.81 g, 13.0 mmol) was separately treated with a 2.5 M solution of butyllithium in hexane (5.5 ml, 13.7 mmol) at 0° C. before the two solutions were mixed. This reaction mixture was heated at reflux for 68 h, cooled, and water (200 ml) was added. Washing with ethyl acetate was followed by acidificat... The reactants are CCNCc1cnc2ccccc2c1, COc1ccccc1N(CC(=O)O)S(=O)(=O)c1ccccc1C. Product: CCN(Cc1cnc2ccccc2c1)C(=O)CN(c1ccccc1OC)S(=O)(=O)c1ccccc1C. Reaction SMILES: [CH2:24]([CH3:25])[NH:26][CH2:27][c:28]1[cH:29][n:30][c:31]2[cH:32][cH:33][cH:34][cH:35][c:36]2[cH:37]1.[CH3:1][O:2][c:3]1[c:4]([N:9]([S:10](=[O:11])(=[O:12])[c:13]2[c:14]([CH3:19])[cH:15][cH:16][cH:17][cH:18]2)[CH2:20][C:21](=[O:22])[OH:23])[cH:5][cH:6][cH:7][cH:8]1>>[CH3:1][O:2][c:3]1[c:4]([N:9]([S:10](=[O:11])(=[O:12])[c:13]2[c:14]([CH3:19])[cH:15][cH:16][cH:17][cH:18]2)[CH2:20][C:21](=[O:23])[N:26]([CH2:24][CH3:25])[CH2:27][c:28]2[cH:29][n:30][c:31]3[cH:32][cH:33][cH:34][cH:35][c:36]3[cH:37]2)[cH:5][cH:6][cH:7][cH:8]1. The reactants are O=C([O-])[O-], CN1CCNCC1, CN(C)C=O, COc1cc2c(Oc3ccc(C)cc3C(=O)c3ccccc3)ccnc2cc1OCCCCl, [K+], [K+], O. The product is COc1cc2c(Oc3ccc(C)cc3C(=O)c3ccccc3)ccnc2cc1OCCCN1CCN(C)CC1. As a reaction SMILES: [C:41](=[O:42])([O-:43])[O-:44].[CH3:34][N:35]1[CH2:36][CH2:37][NH:38][CH2:39][CH2:40]1.[CH3:48][N:49]([CH3:50])[CH:51]=[O:52].[Cl:1][CH2:2][CH2:3][CH2:4][O:5][c:6]1[c:7]([O:32][CH3:33])[cH:8][c:9]2[c:10]([O:16][c:17]3[c:18]([C:24](=[O:25])[c:26]4[cH:27][cH:28][cH:29][cH:30][cH:31]4)[cH:19][c:20]([CH3:23])[cH:21][cH:22]3)[cH:11][cH:12][n:13][c:14]2[cH:15]1.[K+:45].[K+:46].[OH2:47]>>[CH2:2]([CH2:3][CH2:4][O:5][c:6]1[c:7]([O:32][CH3:33])[cH:8][c:9]2[c:10]([O:16][c:17]3[c:18]([C:24](=[O:25])[c:26]4[cH:27][cH:28][cH:29][cH:30][cH:31]4)[cH:19][c:20]([CH3:23])[cH:21][cH:22]3)[cH:11][cH:12][n:13][c:14]2[cH:15]1)[N:38]1[CH2:37][CH2:36][N:35]([CH3:34])[CH2:40][CH2:39]1. Yields the product CCCCc1cn(C(C)(C)C)sc1=NC(=O)C1(C)CCC(C(=O)N(C)C)C1(C)C. Reaction SMILES: [CH2:1]([CH2:2][CH2:3][CH3:4])[c:5]1[cH:6][n:7]([C:24]([CH3:25])([CH3:26])[CH3:27])[s:8][c:9]1=[N:10][C:11](=[O:12])[C:13]1([CH3:23])[C:14]([CH3:21])([CH3:22])[CH:15]([C:18](=[O:19])[OH:20])[CH2:16][CH2:17]1.[CH3:29][NH:30][CH3:31].[ClH:28]>>[CH2:1]([CH2:2][CH2:3][CH3:4])[c:5]1[cH:6][n:7]([C:24]([CH3:25])([CH3:26])[CH3:27])[s:8][c:9]1=[N:10][C:11](=[O:12])[C:13]1([CH3:23])[C:14]([CH3:21])([CH3:22])[CH:15]([C:18](=[O:20])[N:30]([CH3:29])[CH3:31])[CH2:16][CH2:17]1. The reactants are CCCCc1cn(C(C)(C)C)sc1=NC(=O)C1(C)CCC(C(=O)O)C1(C)C, CNC, Cl. Starting materials: Cl (hydrochloric acid), COC[C@@H](OC=1C=C(C=C(C1)OC1=CC=C(C=C1)S(=O)(=O)C)C1=CC=C(N1)C(=O)O)C (5-{3-[(1S)-2-Methoxy-1-methylethoxy]-5-[4-(methylsulfonyl)phenoxy]phenyl}-1H-pyrrole-2-carboxylic acid), NCC(C)O (1-amino-2-propanol), CCN=C=NCCCN(C)C.Cl (WSCI.HCl). Reagents/catalysts: CN(C1=CC=NC=C1)C (4-dimethylaminopyridine). The solvent is ClCCl (dichloromethane). Run at time 18 hour. Yields the product O[C@@H](CNC(=O)C=1NC(=CC1)C1=CC(=CC(=C1)OC1=CC=C(C=C1)S(=O)(=O)C)O[C@H](COC)C)C (N-[(2R)-2-Hydroxypropyl]-5-{3-[(1S)-2-methoxy-1-methylethoxy]-5-[4-(methylsulfonyl)phenoxy]phenyl}-1H-pyrrole-2-carboxamide). Yield: 83.0%. Reaction SMILES: [CH3:1][O:2][CH2:3][C@H:4]([CH3:31])[O:5][C:6]1[CH:7]=[C:8]([C:23]2[NH:27][C:26]([C:28]([OH:30])=O)=[CH:25][CH:24]=2)[CH:9]=[C:10]([O:12][C:13]2[CH:18]=[CH:17][C:16]([S:19]([CH3:22])(=[O:21])=[O:20])=[CH:15][CH:14]=2)[CH:11]=1.[NH2:32][CH2:33][CH:34]([OH:36])[CH3:35].CCN=C=NCCCN(C)C.Cl.Cl>ClCCl.CN(C)C1C=CN=CC=1>[OH:36][C@H:34]([CH3:35])[CH2:33][NH:32][C:28]([C:26]1[NH:27][C:23]([C:8]2[CH:9]=[C:10]([O:12][C:13]3[CH:14]=[CH:15][C:16]([S:19]([CH3:22])(=[O:20])=[O:21])=[CH:17][CH:18]=3)[CH:11]=[C:6]([O:5][C@@H:4]([CH3:31])[CH2:3][O:2][CH3:1])[CH:7]=2)=[CH:24][CH:25]=1)=[O:30] |f:2.3|. Procedure details: 5-{3-[(1S)-2-Methoxy-1-methylethoxy]-5-[4-(methylsulfonyl)phenoxy]phenyl}-1H-pyrrole-2-carboxylic acid (204 mg, 0.458 mmol) synthesized in Example (18a) was dissolved in dichloromethane (10 mL), and (R)-(+1-amino-2-propanol (72.0 μmL, 0.914 mmol), WSCI.HCl (130 mg, 0.678 mmol) and 4-dimethylaminopyridine (115 mg, 0.941 mmol) were added, followed by stirring at room temperature for 18 hours under nitrogen atmosphere. 1N hydrochloric acid (10 mL) was added, and the solution was separated with dich... The reactants are O=C(C(=O)OCC)CC(CC)=O (Ethyl 2,4-dioxohexanoate), C(C(=O)O)(=O)O.C(C)NN (N-ethylhydrazine oxalate). Run in C(C)(=O)O (acetic acid). Conditions: time 3 hour. Product: C(C)N1N=C(C=C1CC)C(=O)OCC (ethyl 1,5-diethylpyrazole-3-carboxylate). Isolated yield 84.5%. RXN SMILES: O=[C:2]([CH2:8][C:9](=O)[CH2:10][CH3:11])[C:3]([O:5][CH2:6][CH3:7])=[O:4].C(O)(=O)C(O)=O.[CH2:19]([NH:21][NH2:22])[CH3:20]>C(O)(=O)C>[CH2:19]([N:21]1[C:9]([CH2:10][CH3:11])=[CH:8][C:2]([C:3]([O:5][CH2:6][CH3:7])=[O:4])=[N:22]1)[CH3:20] |f:1.2|. Procedure details: Ethyl 2,4-dioxohexanoate (21.5 g) in glacial acetic acid (125 ml) was cooled in an ice-bath and treated with N-ethylhydrazine oxalate (18.75 g) over 15 minutes. After addition was complete the mixture was stirred for 3 hours at room temperature. The acetic acid was then removed by evaporation in vacuo. The orange oily residue was dissolved in EtOAc and the solution washed repeatedly with saturated aqueous NaHCO3 and once with brine. Following drying over MgSO4 the solvent was evaporated in vacuo... Reactants: BrC1=CC(=C(C=C1)C(=O)N1CCN(CC1)C1=C(C=C(C=C1)C)C)C ((4-bromo-2-methylphenyl)[4-(2,4-dimethylphenyl)piperazin-1-yl]methanone), N1C(CCC1)=O (pyrrolidin-2-one). Yields the product CC1=C(C=CC(=C1)C)N1CCN(CC1)C(=O)C1=C(C=C(C=C1)N1C(CCC1)=O)C (1-{4-[4-(2,4-dimethylphenyl)piperazine-1-carbonyl]-3-methylphenyl}pyrrolidin-2-one). As a reaction SMILES: Br[C:2]1[CH:7]=[CH:6][C:5]([C:8]([N:10]2[CH2:15][CH2:14][N:13]([C:16]3[CH:21]=[CH:20][C:19]([CH3:22])=[CH:18][C:17]=3[CH3:23])[CH2:12][CH2:11]2)=[O:9])=[C:4]([CH3:24])[CH:3]=1.[NH:25]1[CH2:29][CH2:28][CH2:27][C:26]1=[O:30]>>[CH3:23][C:17]1[CH:18]=[C:19]([CH3:22])[CH:20]=[CH:21][C:16]=1[N:13]1[CH2:14][CH2:15][N:10]([C:8]([C:5]2[CH:6]=[CH:7][C:2]([N:25]3[CH2:29][CH2:28][CH2:27][C:26]3=[O:30])=[CH:3][C:4]=2[CH3:24])=[O:9])[CH2:11][CH2:12]1. Reported procedure: Using (4-bromo-2-methylphenyl)[4-(2,4-dimethylphenyl)piperazin-1-yl]methanone (775 mg) described in Preparation Example 130 and pyrrolidin-2-one (0.16 mL) and by the reaction and treatment in the same manner as in Example 1, the title compound (182 mg) was obtained. Reactants: BrB(Br)Br, ClCCCl, COc1ccc2c(c1)C(C)(C)OC(=O)N2, CCO. Yields the product CC1(C)OC(=O)Nc2ccc(O)cc21. As a reaction SMILES: [B:16]([Br:17])([Br:18])[Br:19].[CH2:23]([Cl:24])[CH2:25][Cl:26].[CH3:1][O:2][c:3]1[cH:4][cH:5][c:6]2[c:7]([cH:15]1)[C:8]([CH3:13])([CH3:14])[O:9][C:10](=[O:12])[NH:11]2.[CH3:20][CH2:21][OH:22]>>[OH:2][c:3]1[cH:4][cH:5][c:6]2[c:7]([cH:15]1)[C:8]([CH3:13])([CH3:14])[O:9][C:10](=[O:12])[NH:11]2.